This data is from the Open Reaction Database (ORD), a public repository of structured organic reaction records. The task is: describe an organic reaction: reactants, conditions, products, and yield The reactants are O=C([O-])[O-], CC#N, CCO, COC(=O)NC(C(=O)NN(Cc1cccc(Br)c1)CC(O)(Cc1ccccc1)C(=O)NC1c2ccccc2CC1O)C(C)(C)C, COCCOC, O=CO, [Na+], [Na+], OB(O)c1ccccc1, Cl[Pd]Cl, c1ccc(P(c2ccccc2)c2ccccc2)cc1, c1ccc(P(c2ccccc2)c2ccccc2)cc1. Yields the product COC(=O)NC(C(=O)NN(Cc1cccc(-c2ccccc2)c1)CC(O)(Cc1ccccc1)C(=O)NC1c2ccccc2CC1O)C(C)(C)C. Reaction SMILES: [C:55](=[O:56])([O-:57])[O-:58].[CH3:111][C:112]#[N:113].[CH3:114][CH2:115][OH:116].[CH3:1][O:2][C:3]([NH:4][CH:5]([C:6]([CH3:7])([CH3:8])[CH3:9])[C:10](=[O:11])[NH:12][N:13]([CH2:14][C:15]([CH2:16][c:17]1[cH:18][cH:19][cH:20][cH:21][cH:22]1)([C:23]([NH:24][CH:25]1[CH:26]([OH:34])[CH2:27][c:28]2[cH:29][cH:30][cH:31][cH:32][c:33]21)=[O:35])[OH:36])[CH2:37][c:38]1[cH:39][c:40]([Br:44])[cH:41][cH:42][cH:43]1)=[O:45].[CH3:61][O:62][CH2:63][CH2:64][O:65][CH3:66].[CH:67]([OH:68])=[O:69].[Na+:59].[Na+:60].[OH:46][B:47]([OH:48])[c:49]1[cH:50][cH:51][cH:52][cH:53][cH:54]1.[Pd:70]([Cl:71])[Cl:72].[c:73]1([P:74]([c:75]2[cH:76][cH:77][cH:78][cH:79][cH:80]2)[c:81]2[cH:82][cH:83][cH:84][cH:85][cH:86]2)[cH:87][cH:88][cH:89][cH:90][cH:91]1.[c:92]1([P:93]([c:94]2[cH:95][cH:96][cH:97][cH:98][cH:99]2)[c:100]2[cH:101][cH:102][cH:103][cH:104][cH:105]2)[cH:106][cH:107][cH:108][cH:109][cH:110]1>>[CH3:1][O:2][C:3]([NH:4][CH:5]([C:6]([CH3:7])([CH3:8])[CH3:9])[C:10](=[O:11])[NH:12][N:13]([CH2:14][C:15]([CH2:16][c:17]1[cH:18][cH:19][cH:20][cH:21][cH:22]1)([C:23]([NH:24][CH:25]1[CH:26]([OH:34])[CH2:27][c:28]2[cH:29][cH:30][cH:31][cH:32][c:33]21)=[O:35])[OH:36])[CH2:37][c:38]1[cH:39][c:40](-[c:49]2[cH:50][cH:51][cH:52][cH:53][cH:54]2)[cH:41][cH:42][cH:43]1)=[O:45]. Reactants: CCOC(C)=O, CC(=O)c1cccc(F)c1F, N, O=[N+]([O-])O, O=S(=O)(O)O. Product: CC(=O)c1cc([N+](=O)[O-])cc(F)c1F. RXN SMILES: [CH3:17][CH2:18][O:19][C:20](=[O:21])[CH3:22].[F:1][c:2]1[c:3]([C:9]([CH3:10])=[O:11])[cH:4][cH:5][cH:6][c:7]1[F:8].[N:12].[OH:13][N+:14]([O-:15])=[O:16].[S:23](=[O:24])(=[O:25])([OH:26])[OH:27]>>[F:1][c:2]1[c:3]([C:9]([CH3:10])=[O:11])[cH:4][c:5]([N+:14](=[O:13])[O-:15])[cH:6][c:7]1[F:8].